Dataset: the Open Reaction Database (ORD), a public repository of structured organic reaction records. Task: describe an organic reaction: reactants, conditions, products, and yield Starting materials: O=C([O-])[O-], CI, [K+], [K+], CC(=O)c1cccc(O)c1N, CN(C)C=O. Yields the product COc1cccc(C(C)=O)c1N. Reaction SMILES: [C:3](=[O:4])([O-:5])[O-:6].[CH3:1][I:2].[K+:7].[K+:8].[NH2:9][c:10]1[c:11]([C:17]([CH3:18])=[O:19])[cH:12][cH:13][cH:14][c:15]1[OH:16].[O:20]=[CH:21][N:22]([CH3:23])[CH3:24]>>[CH3:3][O:16][c:15]1[c:10]([NH2:9])[c:11]([C:17]([CH3:18])=[O:19])[cH:12][cH:13][cH:14]1. Reaction SMILES: [CH3:19][CH2:20][O:21][C:22]([CH3:23])=[O:24].[CH3:1][C:2](=[O:3])[c:4]1[cH:5][c:6]([N+:11]([O-:12])=[O:13])[c:7]([NH2:10])[cH:8][cH:9]1.[Na+:18].[O-:14][C:15]([OH:16])=[O:17].[OH2:25]>>[CH3:1][C:2](=[O:3])[c:4]1[cH:5][c:6]([NH2:11])[c:7]([NH2:10])[cH:8][cH:9]1. The product is CC(=O)c1ccc(N)c(N)c1. The reactants are CCOC(C)=O, CC(=O)c1ccc(N)c([N+](=O)[O-])c1, [Na+], O=C([O-])O, O. Reactants: BrC1=CC=C(C=C1)C1=CC(=NN1)C(F)(F)F (5-(4-bromophenyl)-3-(trifluoromethyl)-1H-pyrazole), BrCCCl (1-bromo-2-chloroethane), [H-].[Na+] (NaH). Solvent: CN(C)C=O (DMF). Reaction conditions: temperature 20 celsius, time 8 hour. Product: BrC1=CC=C(C=C1)C1=CC(=NN1CCCl)C(F)(F)F (5-(4-bromophenyl)-1-(2-chloroethyl)-3-(trifluoromethyl)-1H-pyrazole). Reaction SMILES: [Br:1][C:2]1[CH:7]=[CH:6][C:5]([C:8]2[NH:12][N:11]=[C:10]([C:13]([F:16])([F:15])[F:14])[CH:9]=2)=[CH:4][CH:3]=1.Br[CH2:18][CH2:19][Cl:20].[H-].[Na+]>CN(C=O)C>[Br:1][C:2]1[CH:3]=[CH:4][C:5]([C:8]2[N:12]([CH2:18][CH2:19][Cl:20])[N:11]=[C:10]([C:13]([F:14])([F:16])[F:15])[CH:9]=2)=[CH:6][CH:7]=1 |f:2.3|. Procedure: To a solution of 5-(4-bromophenyl)-3-(trifluoromethyl)-1H-pyrazole (2.05 g, 7 mmol) and 1-bromo-2-chloroethane (0.71 mL, 1.2 equiv) in DMF (30 mL) was added NaH (0.42 g, 60%, 1.5 equiv) and the mixture was stirred overnight at 20° C. The reaction was quenched by water. Solid was collected and washed by water and dried under high vacuum to give a crude, which was purified by column chromatography eluting with MeOH-DCM (6:96) to give 5-(4-bromophenyl)-1-(2-chloroethyl)-3-(trifluoromethyl)-1H-pyraz... The reactants are BrC1=CC(=C(C=C1)C1C(C(C1)=O)(Cl)Cl)OC (3-(4-bromo-2-methoxyphenyl)-2,2-dichlorocyclobutanone), [Cl-].[NH4+] (ammonium chloride). Reagents/catalysts: [Zn] (zinc). Reaction conditions: temperature 23 celsius. The product is BrC1=CC(=C(C=C1)C1CC(C1)=O)OC (3-(4-bromo-2-methoxyphenyl)cyclobutanone). Yield: 72.6%. RXN SMILES: [Br:1][C:2]1[CH:7]=[CH:6][C:5]([CH:8]2[CH2:11][C:10](=[O:12])[C:9]2(Cl)Cl)=[C:4]([O:15][CH3:16])[CH:3]=1.[Cl-].[NH4+]>[Zn]>[Br:1][C:2]1[CH:7]=[CH:6][C:5]([CH:8]2[CH2:9][C:10](=[O:12])[CH2:11]2)=[C:4]([O:15][CH3:16])[CH:3]=1 |f:1.2|. Reported procedure: In a 50 mL round-bottom flask equipped with a reflux condenser is placed 3-(4-bromo-2-methoxyphenyl)-2,2-dichlorocyclobutanone (300 mg, 1.08 mmol) and activated zinc (280 mg, 4.30 mmol), in a saturated methanolic ammonium chloride solution (2 ml), the suspension is refluxed for 6 hr, then cooled to 23° C. and filtered through celite and rinsed with petroleum ether (10 mL), and organics are rinsed with water (10 mL), sat sodium bicarbonate (10 mL) and brine (10 ml), dried over sodium sulfate and ... Reactants: O=C([O-])O, Cc1ccccc1, O=C(OO)c1cccc(Cl)c1, Clc1ccccc1, [Na+], [Na+], O=S([O-])O, c1ccccc1. The product is O=C(O)c1cccc(Cl)c1. Reaction SMILES: [C:30](=[O:31])([OH:32])[O-:33].[CH3:7][c:8]1[cH:9][cH:10][cH:11][cH:12][cH:13]1.[Cl:14][c:15]1[cH:16][c:17]([C:21](=[O:22])[O:23][OH:24])[cH:18][cH:19][cH:20]1.[Cl:35][c:36]1[cH:37][cH:38][cH:39][cH:40][cH:41]1.[Na+:29].[Na+:34].[S:25](=[O:26])([OH:27])[O-:28].[cH:1]1[cH:2][cH:3][cH:4][cH:5][cH:6]1>>[Cl:14][c:15]1[cH:16][c:17]([C:21](=[O:22])[OH:23])[cH:18][cH:19][cH:20]1. The reactants are [I-].C1(=CC=CC=C1)C(OC(=O)C1=C(CS[C@H]2N1C([C@H]2NC(CC=2SC=CC2)=O)=O)C[P+](C2=CC=CC=C2)(C2=CC=CC=C2)C2=CC=CC=C2)C2=CC=CC=C2 ([4-diphenylmethoxycarbonyl-7β-(2-thienylacetamido)ceph-3-em-3-ylmethyl] triphenylphosphonium iodide), [OH-].[Na+] (sodium hydroxide). The solvent is CC(=O)C (acetone), O (water), CC(=O)C (acetone), O (water). Product: S1C(=CC=C1)CC(=O)N[C@H]1[C@@H]2N(C(=C(CS2)C=P(C2=CC=CC=C2)(C2=CC=CC=C2)C2=CC=CC=C2)C(=O)OC(C2=CC=CC=C2)C2=CC=CC=C2)C1=O (diphenylmethyl 7β-(2-thienylacetamido)-3-(triphenylphosphoranylidenemethyl)ceph-3-em-4-carboxylate). Isolated yield 79.4%. Reaction SMILES: [I-].[C:2]1([CH:8]([C:50]2[CH:55]=[CH:54][CH:53]=[CH:52][CH:51]=2)[O:9][C:10]([C:12]2[N:17]3[C:18](=[O:29])[C@@H:19]([NH:20][C:21](=[O:28])[CH2:22][C:23]4[S:24][CH:25]=[CH:26][CH:27]=4)[C@H:16]3[S:15][CH2:14][C:13]=2[CH2:30][P+:31]([C:44]2[CH:49]=[CH:48][CH:47]=[CH:46][CH:45]=2)([C:38]2[CH:43]=[CH:42][CH:41]=[CH:40][CH:39]=2)[C:32]2[CH:37]=[CH:36][CH:35]=[CH:34][CH:33]=2)=[O:11])[CH:7]=[CH:6][CH:5]=[CH:4][CH:3]=1.[OH-].[Na+]>CC(C)=O.O>[S:24]1[CH:25]=[CH:26][CH:27]=[C:23]1[CH2:22][C:21]([NH:20][C@@H:19]1[C:18](=[O:29])[N:17]2[C:12]([C:10]([O:9][CH:8]([C:2]3[CH:3]=[CH:4][CH:5]=[CH:6][CH:7]=3)[C:50]3[CH:51]=[CH:52][CH:53]=[CH:54][CH:55]=3)=[O:11])=[C:13]([CH:30]=[P:31]([C:38]3[CH:39]=[CH:40][CH:41]=[CH:42][CH:43]=3)([C:44]3[CH:49]=[CH:48][CH:47]=[CH:46][CH:45]=3)[C:32]3[CH:33]=[CH:34][CH:35]=[CH:36][CH:37]=3)[CH2:14][S:15][C@H:16]12)=[O:28] |f:0.1,2.3|. Reported procedure: A solution of [4-diphenylmethoxycarbonyl-7β-(2-thienylacetamido)ceph-3-em-3-ylmethyl] triphenylphosphonium iodide (25 g.) in acetone (300 ml.) with water (40 ml.) was cooled to 0° and taken to pH 11 with 2N-sodium hydroxide. The mixture, containing a precipitated yellow solid, was diluted with acetone (200 ml.) and water (50 ml.), and filtered. The collected solid was washed with acetone and ether, and dried in vacuo to give diphenylmethyl 7β-(2-thienylacetamido)-3-(triphenylphosphoranylidenemet... The reactants are CN1C2CC(CC1CC2)(O)C2=CC=C(C=C2)C(F)(F)F (8-methyl-3-(4-trifluoromethylphenyl)-8-azabicyclo[3.2.1]octan-3-ol), C(C)(=O)O (acetic acid), Cl (hydrochloric acid), C(CC(=O)O)(=O)O (malonic acid). The solvent is C(C)O (ethanol), C(C)O (ethanol). Product: C(CC(=O)O)(=O)O.CN1C2C=C(CC1CC2)C2=CC=C(C=C2)C(F)(F)F ((±)-8-Methyl-3-(4-trifluoromethylphenyl)-8-azabicyclo[3.2.1]oct-2-ene Malonate). As a reaction SMILES: [CH3:1][N:2]1[CH:7]2[CH2:8][CH2:9][CH:3]1[CH2:4][C:5]([C:11]1[CH:16]=[CH:15][C:14]([C:17]([F:20])([F:19])[F:18])=[CH:13][CH:12]=1)(O)[CH2:6]2.C(O)(=O)C.Cl.[C:26]([OH:32])(=[O:31])[CH2:27][C:28]([OH:30])=[O:29]>C(O)C>[C:26]([OH:32])(=[O:31])[CH2:27][C:28]([OH:30])=[O:29].[CH3:1][N:2]1[CH:7]2[CH2:8][CH2:9][CH:3]1[CH:4]=[C:5]([C:11]1[CH:12]=[CH:13][C:14]([C:17]([F:18])([F:19])[F:20])=[CH:15][CH:16]=1)[CH2:6]2 |f:5.6|. Procedure: The title compound was prepared from 8-methyl-3-(4-trifluoromethylphenyl)-8-azabicyclo[3.2.1]octan-3-ol (5 g, 17.5 mmol), glacial acetic acid (16 mL) and concentrated hydrochloric acid (16 mL). The free base of the title compound was dissolved in ethanol (96%) and added malonic acid (1.17 g, 11.2 mmol) in ethanol (96%), the solution was concentrated to dryness, and the residue was trituated in diethyl ether, the title compound precipitated as powder and was isolated by filtration. Yield 3.9 g (6... Reactants: N1C(=NC=C1)C1=CN(C2=CC=CC=C12)S(=O)(=O)C1=CC=CC=C1 (3-(1H-imidazol-2-yl)-1-(phenylsulfonyl)-1H-indole), [H-].[Na+] (sodium hydride), C23H17N3O4S2, C1(=CC=CC=C1)S(=O)(=O)Cl (Benzenesulfonyl chloride). Run in C1CCOC1 (THF). Reaction conditions: time 20 minute. Product: C1(=CC=CC=C1)S(=O)(=O)N1C=C(C2=CC=CC=C12)C=1N(C=CN1)S(=O)(=O)C1=CC=CC=C1 (1-(phenylsulfonyl)-3-(1-(phenylsulfonyl)-1H-imidazol-2-yl)-1H-indole). Yield: 40.0%. Reaction SMILES: [NH:1]1[CH:5]=[CH:4][N:3]=[C:2]1[C:6]1[C:14]2[C:9](=[CH:10][CH:11]=[CH:12][CH:13]=2)[N:8]([S:15]([C:18]2[CH:23]=[CH:22][CH:21]=[CH:20][CH:19]=2)(=[O:17])=[O:16])[CH:7]=1.[H-].[Na+].[C:26]1([S:32](Cl)(=[O:34])=[O:33])[CH:31]=[CH:30][CH:29]=[CH:28][CH:27]=1>C1COCC1>[C:18]1([S:15]([N:8]2[C:9]3[C:14](=[CH:13][CH:12]=[CH:11][CH:10]=3)[C:6]([C:2]3[N:3]([S:32]([C:26]4[CH:31]=[CH:30][CH:29]=[CH:28][CH:27]=4)(=[O:34])=[O:33])[CH:4]=[CH:5][N:1]=3)=[CH:7]2)(=[O:17])=[O:16])[CH:23]=[CH:22][CH:21]=[CH:20][CH:19]=1 |f:1.2|. Procedure details: To a solution of 3-(1H-imidazol-2-yl)-1-(phenylsulfonyl)-1H-indole (9ya) (20 mmol) in anhydrous THF (300 mL) at 0° C. was added sodium hydride (60% dispersion in mineral oil, 1.2 equiv, 24 mmol) and stirred for 20 min. Benzenesulfonyl chloride (1.2 equiv, 24 mmol) was added and the reaction mixture was stirred overnight. After dilution by 200 mL of saturated NaHCO3 solution (aqueous), the reaction mixture was extracted by ethyl acetate (600 mL). The organic layer was dried over magnesium sulfate... The reactants are precipitate, ClC1=C(C=CC=C1)C1=NC(=C2N1C1=CC=C(C=C1N=C2C)OC)C (1-(2-Chlorophenyl)-3,4-dimethyl-7-methoxy-imidazo(1,5-a)quinoxaline), B(Br)(Br)Br (BBr3), C([O-])([O-])=O.[K+].[K+] (potassium carbonate). Solvent: ice, ClCCl (dichloromethane). Yields the product ClC1=C(C=CC=C1)C1=NC(=C2N1C1=CC=C(C=C1N=C2C)O)C (1-(2-Chlorophenyl)-3,4-dimethyl-7-hydroxy-imidazo(1,5-a)quinoxaline). RXN SMILES: [Cl:1][C:2]1[CH:7]=[CH:6][CH:5]=[CH:4][C:3]=1[C:8]1[N:12]2[C:13]3[C:18]([N:19]=[C:20]([CH3:21])[C:11]2=[C:10]([CH3:24])[N:9]=1)=[CH:17][C:16]([O:22]C)=[CH:15][CH:14]=3.B(Br)(Br)Br.C(=O)([O-])[O-].[K+].[K+]>ClCCl>[Cl:1][C:2]1[CH:7]=[CH:6][CH:5]=[CH:4][C:3]=1[C:8]1[N:12]2[C:13]3[C:18]([N:19]=[C:20]([CH3:21])[C:11]2=[C:10]([CH3:24])[N:9]=1)=[CH:17][C:16]([OH:22])=[CH:15][CH:14]=3 |f:2.3.4|. Procedure details: 5 g 1-(2-Chlorophenyl)-3,4-dimethyl-7-methoxy-imidazo(1,5-a)quinoxaline, 100 mL dichloromethane and 12 mL BBr3 were heated in a closed vessel for 3 hours at 110° C. After cooling the suspension was given in 600 mL ice-cooled aqueous potassium carbonate solution. After stirring for 30 min at pH 7-9 the precipitate was filtered off, washed with water and dried.